Dataset: the Open Reaction Database (ORD), a public repository of structured organic reaction records. Task: describe an organic reaction: reactants, conditions, products, and yield The reactants are FC(OC1=CC2=C(NC(=N2)C2=NN(C=C2[N+](=O)[O-])C2OCCCC2)C=C1)F (5-difluoromethoxy-2-[4-nitro-1-(tetrahydro-pyran-2-yl)-1H-pyrazol-3-yl]-1H-benzoimidazole), FC(OC1=CC2=C(NC(=N2)C2=NN(C=C2N)C2OCCCC2)C=C1)F (3-(5-difluoromethoxy-1H-benzoimidazol-2-yl)-1-(tetrahydro-pyran-2-yl)-1H-pyrazol-4-ylamine). The product is FC(OC1=CC2=C(NC(=N2)NC=2C=NN(C2)C2OCCCC2)C=C1)F (5-Difluoromethoxy-1H-benzoimidazol-2-yl-1-(tetrahydro-pyran-2-yl)-1H-pyrazol-4-ylamine). RXN SMILES: [F:1][CH:2]([F:27])[O:3][C:4]1[CH:26]=[CH:25][C:7]2[NH:8][C:9](C3C([N+]([O-])=O)=CN(C4CCCCO4)N=3)=[N:10][C:6]=2[CH:5]=1.FC(F)OC1C=CC2NC([C:38]3[C:42]([NH2:43])=[CH:41][N:40]([CH:44]4[CH2:49][CH2:48][CH2:47][CH2:46][O:45]4)[N:39]=3)=NC=2C=1>>[F:27][CH:2]([F:1])[O:3][C:4]1[CH:26]=[CH:25][C:7]2[NH:8][C:9]([NH:43][C:42]3[CH:38]=[N:39][N:40]([CH:44]4[CH2:49][CH2:48][CH2:47][CH2:46][O:45]4)[CH:41]=3)=[N:10][C:6]=2[CH:5]=1. Reported procedure: By proceeding in a manner similar to Reference Example 49(a) above but using 5-difluoromethoxy-2-[4-nitro-1-(tetrahydro-pyran-2-yl)-1H-pyrazol-3-yl]-1H-benzoimidazole [Reference Example 50(e)], there was prepared 3-(5-difluoromethoxy-1H-benzoimidazol-2-yl)-1-(tetrahydro-pyran-2-yl)-1H-pyrazol-4-ylamine (730 mg) as a pale brown solid. LC-MS (METHOD N): RT=3.27 minutes, 350.29 (M+H)+. Yields the product O=C(O)c1cn(-c2ccc3ccccc3n2)c2ccccc12. As a reaction SMILES: [CH3:4][O:5][C:6](=[O:7])[c:8]1[cH:9][n:10](-[c:17]2[n:18][c:19]3[cH:20][cH:21][cH:22][cH:23][c:24]3[cH:25][cH:26]2)[c:11]2[cH:12][cH:13][cH:14][cH:15][c:16]12.[ClH:27].[Li+:3].[O:28]1[CH2:29][CH2:30][CH2:31][CH2:32]1.[OH-:2].[OH2:1].[OH2:33]>>[O:5]=[C:6]([OH:7])[c:8]1[cH:9][n:10](-[c:17]2[n:18][c:19]3[cH:20][cH:21][cH:22][cH:23][c:24]3[cH:25][cH:26]2)[c:11]2[cH:12][cH:13][cH:14][cH:15][c:16]12. Starting materials: COC(=O)c1cn(-c2ccc3ccccc3n2)c2ccccc12, Cl, [Li+], C1CCOC1, [OH-], O, O. Reactants: CC#N, CC(C)(C)N, O=C1C=CC(=O)O1. Yields the product CC(C)(C)NC(=O)C=CC(=O)O. As a reaction SMILES: [CH3:13][C:14]#[N:15].[CH3:8][C:9]([CH3:10])([CH3:11])[NH2:12].[O:1]=[C:2]1[O:3][C:4](=[O:5])[CH:6]=[CH:7]1>>[O:1]=[C:2]([OH:3])[CH:7]=[CH:6][C:4](=[O:5])[NH:12][C:9]([CH3:8])([CH3:10])[CH3:11]. Starting materials: O (water), C(C)(=O)OC(C)=O (acetic anhydride), C(=O)O (formic acid), FC1=CC(=C(C=C1)C(CS(=O)C)=O)NC (1-(4-fluoro-2-methylaminophenyl)-2-methylsulphinylethanone). Conditions: time 8 hour. The product is FC=1C=CC(=C(N(C=O)C)C1)C(CS(=O)C)=O (5'-fluoro-N-methyl-2'-methylsulphinylacetylformanilide). Reaction SMILES: [C:1](OC(=O)C)(=O)C.C(O)=O.[F:11][C:12]1[CH:17]=[CH:16][C:15]([C:18](=[O:23])[CH2:19][S:20]([CH3:22])=[O:21])=[C:14]([NH:24][CH3:25])[CH:13]=1.[OH2:26]>>[F:11][C:12]1[CH:17]=[CH:16][C:15]([C:18](=[O:23])[CH2:19][S:20]([CH3:22])=[O:21])=[C:14]([CH:13]=1)[N:24]([CH3:1])[CH:25]=[O:26]. Procedure details: A mixture of acetic anhydride (16.5 ml) and formic acid (11.2 ml) was stirred and heated at 50°-60° under nitrogen for 2 hours. The mixture was cooled to just below 0° and 1-(4-fluoro-2-methylaminophenyl)-2-methylsulphinylethanone (17.2 g), prepared in a similar manner to that described in Example 1, added over a period of 5 minutes. The mixture was stirred at just below 0° for 5 hours and then stored at 4° overnight. The mixture was cooled in an ice/salt bath to maintain the temperature below 0... Starting materials: C(C)(=O)C1=C(C(=CC(=C1)[N+](=O)[O-])[N+](=O)[O-])SCC(=O)O ((2-acetyl-4,6-dinitrophenylthio)acetic acid), C(=O)=O (CO2). Solvent: C(CC)(=O)O (propionic acid). Yields the product CC1=CSC2=C1C=C(C=C2[N+](=O)[O-])[N+](=O)[O-] (3-Methyl-5,7-dinitrobenzothiophene). As a reaction SMILES: [C:1]([C:4]1[CH:9]=[C:8]([N+:10]([O-:12])=[O:11])[CH:7]=[C:6]([N+:13]([O-:15])=[O:14])[C:5]=1[S:16][CH2:17]C(O)=O)(=O)[CH3:2].C(=O)=O>C(O)(=O)CC>[CH3:2][C:1]1[C:4]2[CH:9]=[C:8]([N+:10]([O-:12])=[O:11])[CH:7]=[C:6]([N+:13]([O-:15])=[O:14])[C:5]=2[S:16][CH:17]=1. Procedure details: A solution of 0.8 mole of (2-acetyl-4,6-dinitrophenylthio)acetic acid in 1 liter of propionic acid is heated at the boiling point until the evolution of CO2 has ended (about 4 hours). Starting materials: C=O, CNC, CC(=O)O, Cc1[nH]cnc1CC1CCc2cc3ccccc3n2C1=O. Product: Cc1[nH]cnc1CC1CCc2c(CN(C)C)c3ccccc3n2C1=O. RXN SMILES: [CH2:4]=[O:5].[CH3:1][NH:2][CH3:3].[CH3:27][C:28](=[O:29])[OH:30].[CH3:6][c:7]1[c:8]([CH2:12][CH:13]2[CH2:14][CH2:15][c:16]3[n:17]([c:18]4[cH:19][cH:20][cH:21][cH:22][c:23]4[cH:24]3)[C:25]2=[O:26])[n:9][cH:10][nH:11]1>>[CH3:1][N:2]([CH3:3])[CH2:4][c:24]1[c:16]2[n:17]([c:18]3[cH:19][cH:20][cH:21][cH:22][c:23]31)[C:25](=[O:26])[CH:13]([CH2:12][c:8]1[c:7]([CH3:6])[nH:11][cH:10][n:9]1)[CH2:14][CH2:15]2. Reactants: CN(C)C=O (DMF), FC1=C(C=CC=C1)C1=CC=2C=NC=CC2N1 (2-(2-Fluoro-phenyl)-1H-pyrrolo[3,2-c]pyridine), [OH-].[Na+] (NaOH), CN(C)C=O (DMF), FC(OC1=CC=C(C(=O)Cl)C=C1)(F)F (4-trifluoromethoxybenzoyl chloride). Run at time 1 hour. Yields the product FC(C(=O)[O-])(F)F.FC1=C(C=CC=C1)C1=CC2=CN(C=CC2=[NH+]1)CC1=CC=C(C=C1)OC(F)(F)F (2-(2-Fluoro-phenyl)-5-(4-trifluoromethoxy-benzyl)-5H-pyrrolo[3,2-c]pyridinium trifluoroacetate). The yield is 74.0%. As a reaction SMILES: [F:1][C:2]1[CH:7]=[CH:6][CH:5]=[CH:4][C:3]=1[C:8]1[NH:16][C:15]2[CH:14]=[CH:13][N:12]=[CH:11][C:10]=2[CH:9]=1.[OH-:17].[Na+].[F:19][C:20]([F:32])([F:31])[O:21][C:22]1[CH:30]=[CH:29][C:25]([C:26](Cl)=O)=[CH:24][CH:23]=1.CN([CH:36]=[O:37])C>>[F:32][C:20]([F:19])([F:31])[C:36]([O-:37])=[O:17].[F:1][C:2]1[CH:7]=[CH:6][CH:5]=[CH:4][C:3]=1[C:8]1[NH+:16]=[C:15]2[C:10](=[CH:11][N:12]([CH2:26][C:25]3[CH:29]=[CH:30][C:22]([O:21][C:20]([F:19])([F:31])[F:32])=[CH:23][CH:24]=3)[CH:13]=[CH:14]2)[CH:9]=1 |f:1.2,5.6|. Procedure: To a solution of 2-(2-Fluoro-phenyl)-1H-pyrrolo[3,2-c]pyridine (50 mg, 0.244 mmole) in DMF (1 ml) was added 10% (w/v) aqueous NaOH (113 μl, 0.28 mmole) followed by a solution of 4-trifluoromethoxybenzoyl chloride (60 mg, 0.28 mmole) in DMF (0.5 ml). The reaction mixture was stirred at room temperature for 1 hour. The crude reaction mixture was purified by reverse phase HPLC with mass directed collection. Obtained 87 mg (74%) of 2-(2-Fluoro-phenyl)-5-(4-trifluoromethoxy-benzyl)-5H-pyrrolo[3,2-c]p...